This data is from the Open Reaction Database (ORD), a public repository of structured organic reaction records. The task is: describe an organic reaction: reactants, conditions, products, and yield Starting materials: CCO, CCOC(=O)C(CCOc1ccccc1)Cc1ccc(OCCOC2CCCCO2)cc1, O, Cc1ccc(S(=O)(=O)O)cc1. The product is CCOC(=O)C(CCOc1ccccc1)Cc1ccc(OCCO)cc1. RXN SMILES: [CH3:45][CH2:46][OH:47].[O:13]([c:14]1[cH:15][cH:16][cH:17][cH:18][cH:19]1)[CH2:20][CH2:21][CH:22]([C:23](=[O:24])[O:25][CH2:26][CH3:27])[CH2:28][c:29]1[cH:30][cH:31][c:32]([O:35][CH2:36][CH2:37][O:38][CH:39]2[CH2:40][CH2:41][CH2:42][CH2:43][O:44]2)[cH:33][cH:34]1.[OH2:1].[c:2]1([CH3:3])[cH:4][cH:5][c:6]([S:7]([OH:8])(=[O:9])=[O:10])[cH:11][cH:12]1>>[O:13]([c:14]1[cH:15][cH:16][cH:17][cH:18][cH:19]1)[CH2:20][CH2:21][CH:22]([C:23](=[O:24])[O:25][CH2:26][CH3:27])[CH2:28][c:29]1[cH:30][cH:31][c:32]([O:35][CH2:36][CH2:37][OH:38])[cH:33][cH:34]1. Reactants: 50, CC(=CC=O)C (3,3-dimethylacrolein), CC(=O)C (acetone). Reagents/catalysts: [O-2].[Zn+2] (zinc oxide). Run at temperature 180 celsius. Product: CC(C)=CC=CC(C)=O (2-methyl-2,4-heptadien-6-one). Yield: 93.0%. RXN SMILES: [CH3:1][C:2]([CH3:6])=[CH:3][CH:4]=O.[CH3:7][C:8]([CH3:10])=[O:9]>[O-2].[Zn+2]>[CH3:1][C:2](=[CH:3][CH:4]=[CH:7][C:8](=[O:9])[CH3:10])[CH3:6] |f:2.3|. Procedure details: A mixture of 50 parts of 3,3-dimethylacrolein, 100 parts of acetone and 12 parts of zinc oxide is heated for 3 hours at 180° C and a pressure of 45 atmosphere in a vibrated autoclave. The reactor is then cooled and the mixture is fractionally distilled. 52.5 parts of 2-methyl-2,4-heptadien-6-one is obtained in a yield of 93% of theory based on 3,3-dimethylacrolein at a conversion 76% of theory and with a boiling point of 92° C at 15 mm Hg. Reactants: C([O-])([O-])=O.[Na+].[Na+] (sodium carbonate), Cl.N12C[C@@H](C(CC1)CC2)NC(=O)C=2OC1=C(C2)C=CC=C1Br (N-[(3R)-1-azabicyclo[2.2.2]oct-3-yl]-7-bromo-1-benzofuran-2-carboxamide hydrochloride), C(=O)(O)C=1C=C(C=CC1)B(O)O (3-carboxyphenylboronic acid). The reagents and catalysts are C1=CC=C(C=C1)P([C-]2C=CC=C2)C3=CC=CC=C3.C1=CC=C(C=C1)P([C-]2C=CC=C2)C3=CC=CC=C3.Cl[Pd]Cl.[Fe+2] (PdCl2(dppf)). Solvent: CN(C)C=O (DMF). Run at temperature 90 celsius. Yields the product Cl.N12C[C@@H](C(CC1)CC2)NC(=O)C=2OC1=C(C2)C=CC=C1C=1C=C(C(=O)O)C=CC1 (3-(2-{[(3R)-1-Azabicyclo[2.2.2]oct-3-ylamino]carbonyl}-1-benzofuran-7-yl)-benzoic acid hydrochloride). Reaction SMILES: C(=O)([O-])[O-].[Na+].[Na+].[ClH:7].[N:8]12[CH2:15][CH2:14][CH:11]([CH2:12][CH2:13]1)[C@@H:10]([NH:16][C:17]([C:19]1[O:20][C:21]3[C:27](Br)=[CH:26][CH:25]=[CH:24][C:22]=3[CH:23]=1)=[O:18])[CH2:9]2.[C:29]([C:32]1[CH:33]=[C:34](B(O)O)[CH:35]=[CH:36][CH:37]=1)([OH:31])=[O:30]>CN(C=O)C.C1C=CC(P(C2C=CC=CC=2)[C-]2C=CC=C2)=CC=1.C1C=CC(P(C2C=CC=CC=2)[C-]2C=CC=C2)=CC=1.Cl[Pd]Cl.[Fe+2]>[ClH:7].[N:8]12[CH2:15][CH2:14][CH:11]([CH2:12][CH2:13]1)[C@@H:10]([NH:16][C:17]([C:19]1[O:20][C:21]3[C:27]([C:36]4[CH:37]=[C:32]([CH:33]=[CH:34][CH:35]=4)[C:29]([OH:31])=[O:30])=[CH:26][CH:25]=[CH:24][C:22]=3[CH:23]=1)=[O:18])[CH2:9]2 |f:0.1.2,3.4,7.8.9.10,11.12|. Reported procedure: 4.3 ml of 2 M aqueous sodium carbonate solution and 116.9 mg (0.14 mmol) of PdCl2(dppf) are added to a mixture of 1104 mg (2.86 mmol) of N-[(3R)-1-azabicyclo[2.2.2]oct-3-yl]-7-bromo-1-benzofuran-2-carboxamide hydrochloride (Example 30A) and 475 mg (2.86 mmol) of 3-carboxyphenylboronic acid in 10 ml of DMF. The reaction mixture is heated at 90° C. for 18 h and then filtered through kieselguhr and evaporated to dryness. Purification of the crude product by preparative HPLC, subsequent addition of ... Reactants: Cl.N[C@H]1C(NCC2=C(C1)C=CC=C2)=O ((R)-4-amino-2, 3,4,5-tetrahydro-2-benzazepin-3 (1H)-one hydrochloride salt), amine, ClC=1C=C2C=C(NC2=CC1)C(=O)O (5-chloroindole-2-carboxylic acid), ON1N=NC2=C1N=CC=C2 (1-hydroxy-7-azabenzotriazole), Cl.CN(CCCN=C=NCC)C (1-[3-(dimethylamino)propyl]-3-ethylcarbodiimide hydrochloride), C(C)(C)N(CC)C(C)C (Diisopropylethylamine). Solvent: O1CCCC1 (tetrahydrofuran). Conditions: time 16 hour. Yields the product ClC=1C=C2C=C(NC2=CC1)C(=O)N[C@H]1C(NCC2=C(C1)C=CC=C2)=O ((R)-4-(5-chloroindole-2-carbonylamino)-2,3,4,5-tetrahydro-2-benzazepin-3(1H)-one). Isolated yield 44.0%. Reaction SMILES: Cl.[NH2:2][C@@H:3]1[CH2:9][C:8]2[CH:10]=[CH:11][CH:12]=[CH:13][C:7]=2[CH2:6][NH:5][C:4]1=[O:14].[Cl:15][C:16]1[CH:17]=[C:18]2[C:22](=[CH:23][CH:24]=1)[NH:21][C:20]([C:25](O)=[O:26])=[CH:19]2.ON1C2N=CC=CC=2N=N1.Cl.CN(C)CCCN=C=NCC.C(N(C(C)C)CC)(C)C>O1CCCC1>[Cl:15][C:16]1[CH:17]=[C:18]2[C:22](=[CH:23][CH:24]=1)[NH:21][C:20]([C:25]([NH:2][C@@H:3]1[CH2:9][C:8]3[CH:10]=[CH:11][CH:12]=[CH:13][C:7]=3[CH2:6][NH:5][C:4]1=[O:14])=[O:26])=[CH:19]2 |f:0.1,4.5|. Procedure details: (R)-4-amino-2, 3,4,5-tetrahydro-2-benzazepin-3 (1H)-one hydrochloride salt (387 mg) (amine free base prepared in U.S. Pat. No. 5,545,735) was added to a mixture of tetrahydrofuran (40 mL), 5-chloroindole-2-carboxylic acid (356 mg), 1-hydroxy-7-azabenzotriazole (272 mg), and 1-[3-(dimethylamino)propyl]-3-ethylcarbodiimide hydrochloride (382 mg) at room temperature. Diisopropylethylamine (202 mg) was added, and the resulting yellow suspension was stirred under argon for 16 h, during which a soluti... Reactants: 9, C1(=CC=CC2=CC=CC=C12)CC(C(=O)O)CC1=CC=CC=C1 (2-(1-naphthylmethyl)-2-benzylacetic acid), O=S(Cl)Cl (SOCl2). Yields the product C1(=CC=CC2=CC=CC=C12)CC(C(=O)Cl)CC1=CC=CC=C1 (2-(1-Naphthylmethyl)-2-benzylacetyl chloride). Isolated yield 100.0%. Reaction SMILES: [C:1]1([CH2:11][CH:12]([CH2:16][C:17]2[CH:22]=[CH:21][CH:20]=[CH:19][CH:18]=2)[C:13](O)=[O:14])[C:10]2[C:5](=[CH:6][CH:7]=[CH:8][CH:9]=2)[CH:4]=[CH:3][CH:2]=1.O=S(Cl)[Cl:25]>>[C:1]1([CH2:11][CH:12]([CH2:16][C:17]2[CH:22]=[CH:21][CH:20]=[CH:19][CH:18]=2)[C:13]([Cl:25])=[O:14])[C:10]2[C:5](=[CH:6][CH:7]=[CH:8][CH:9]=2)[CH:4]=[CH:3][CH:2]=1. Procedure: A solution of 1.5 9 (5.2 mmol) of 2-(1-naphthylmethyl)-2-benzylacetic acid in 10 mL SOCl2 was stirred at room temperature overnight. The SOCl2 was removed under reduced pressure, the residue taken up in Et2O, and the solvent again removed under reduced pressure to give 1.6 g (100% yield) of the product as an oil. Starting materials: ClC=1C=C(C=CC1F)NC1=NC=NC2=CC(=C(C=C12)O)OC (4-((3-chloro-4-fluorophenyl)amino)-7-methoxyquinazolin-6-ol), C(=O)([O-])[O-].[K+].[K+] (K2CO3), ClCCCN1CC2=C(CC1)N(N=C2C)C (5-(3-chloropropyl)-1,3-dimethyl-4,5,6,7-tetrahydro-1H-pyrazolo[4,3-c]pyridine). Run in CN(C)C=O (DMF). Run at temperature 80 celsius. The product is ClC=1C=C(C=CC1F)NC1=NC=NC2=CC(=C(C=C12)OCCCN1CC2=C(CC1)N(N=C2C)C)OC (N-(3-chloro-4-fluorophenyl)-6-(3-(1,3-dimethyl-6,7-dihydro-1H-pyrazolo[4,3-c]pyridine-5(4H)-yl)propoxy)-7-methoxyquinazolin-4-amine). The yield is 244.6%. RXN SMILES: [Cl:1][C:2]1[CH:3]=[C:4]([NH:9][C:10]2[C:19]3[C:14](=[CH:15][C:16]([O:21][CH3:22])=[C:17]([OH:20])[CH:18]=3)[N:13]=[CH:12][N:11]=2)[CH:5]=[CH:6][C:7]=1[F:8].C([O-])([O-])=O.[K+].[K+].Cl[CH2:30][CH2:31][CH2:32][N:33]1[CH2:38][CH2:37][C:36]2[N:39]([CH3:43])[N:40]=[C:41]([CH3:42])[C:35]=2[CH2:34]1>CN(C=O)C>[Cl:1][C:2]1[CH:3]=[C:4]([NH:9][C:10]2[C:19]3[C:14](=[CH:15][C:16]([O:21][CH3:22])=[C:17]([O:20][CH2:30][CH2:31][CH2:32][N:33]4[CH2:38][CH2:37][C:36]5[N:39]([CH3:43])[N:40]=[C:41]([CH3:42])[C:35]=5[CH2:34]4)[CH:18]=3)[N:13]=[CH:12][N:11]=2)[CH:5]=[CH:6][C:7]=1[F:8] |f:1.2.3|. Procedure: To a mixture of 4-((3-chloro-4-fluorophenyl)amino)-7-methoxyquinazolin-6-ol (0.50 g, 0.16 mmol, 1.0 eq) and K2CO3 (0.05 g, 0.32 mmol, 2.0 eq) in 20 mL of DMF was added 5-(3-chloropropyl)-1,3-dimethyl-4,5,6,7-tetrahydro-1H-pyrazolo[4,3-c]pyridine (0.05 g, 0.19 mmol, 1.2 eq) at room temperature. The reaction mixture was heated at 80° C. for 8.0 h and concentrated in vacuo. The residue was poured into a mixture of water (100 mL) and CH2Cl2 (150 mL). The organic phase was dried over anhydrous Na2SO4...